Dataset: the Open Reaction Database (ORD), a public repository of structured organic reaction records. Task: describe an organic reaction: reactants, conditions, products, and yield Reactants: C[O-], CO, Nc1nc(Cl)c2c(n1)OCCC2, [Na+]. Yields the product COc1nc(N)nc2c1CCCO2. RXN SMILES: [CH3:13][O-:14].[CH3:16][OH:17].[Cl:1][c:2]1[c:3]2[c:4]([n:5][c:6]([NH2:8])[n:7]1)[O:9][CH2:10][CH2:11][CH2:12]2.[Na+:15]>>[c:2]1([O:14][CH3:13])[c:3]2[c:4]([n:5][c:6]([NH2:8])[n:7]1)[O:9][CH2:10][CH2:11][CH2:12]2. Starting materials: CNS(=O)(=O)C (methanesulfonic acid methyl amide), ClS(=O)(=O)N=C=O (chlorosulfonyl-isocyanate). Run in ClC1=CC=CC=C1 (chlorobenzene), ClC1=CC=CC=C1 (chlorobenzene). The product is CS(=O)(=O)N(S(=O)(=O)N=C=O)C (methanesulfonyl-methylamino-sulfonylisocyanate). RXN SMILES: [CH3:1][NH:2][S:3]([CH3:6])(=[O:5])=[O:4].Cl[S:8]([N:11]=[C:12]=[O:13])(=[O:10])=[O:9]>ClC1C=CC=CC=1>[CH3:6][S:3]([N:2]([CH3:1])[S:8]([N:11]=[C:12]=[O:13])(=[O:10])=[O:9])(=[O:5])=[O:4]. Procedure: 151 g (1.38 moles) of methanesulfonic acid methyl amide are dissolved in 500 ml of chlorobenzene, a solution of 215 g (1.52 moles) of chlorosulfonyl-isocyanate in 200 ml of chlorobenzene is added within 10 minutes at room temperature, the whole is subsequently heated at 120° - 125°C for 4 hours with agitation, and finally, the methanesulfonyl-methylamino-sulfonylisocyanate is isolated by distillation. The yield is 173 g (59 %), boiling point 94° - 98°C/0.1 torr. Starting materials: Cl (hydrochloric acid), CO (methanol), CON=C(C(=O)NC1[C@@H]2N(C(=C(CS2)CSC2=NN=CN2CC=C)C(=O)O)C1=O)C=1N=C(SC1)NC=O (7-[2-methoxyimino-2-(2-formamidothiazol-4-yl)acetamido]-3-(4-allyl-4H-1,2,4-triazol-3-yl)thiomethyl-3-cephem-4-carboxylic acid). The solvent is O1CCCC1 (tetrahydrofuran). Yields the product CON=C(C(=O)NC1[C@@H]2N(C(=C(CS2)CSC2=NN=CN2CC=C)C(=O)O)C1=O)C=1N=C(SC1)N (7-[2-methoxyimino-2-(2-aminothiazol-4-yl)acetamido]-3-(4-allyl-4H-1,2,4-triazol-3-yl)thiomethyl-3-cephem-4-carboxylic acid). Isolated yield 58.5%. Reaction SMILES: [CH3:1][O:2][N:3]=[C:4]([C:30]1[N:31]=[C:32]([NH:35]C=O)[S:33][CH:34]=1)[C:5]([NH:7][CH:8]1[C:28](=[O:29])[N:10]2[C:11]([C:25]([OH:27])=[O:26])=[C:12]([CH2:15][S:16][C:17]3[N:21]([CH2:22][CH:23]=[CH2:24])[CH:20]=[N:19][N:18]=3)[CH2:13][S:14][C@H:9]12)=[O:6].Cl.CO>O1CCCC1>[CH3:1][O:2][N:3]=[C:4]([C:30]1[N:31]=[C:32]([NH2:35])[S:33][CH:34]=1)[C:5]([NH:7][CH:8]1[C:28](=[O:29])[N:10]2[C:11]([C:25]([OH:27])=[O:26])=[C:12]([CH2:15][S:16][C:17]3[N:21]([CH2:22][CH:23]=[CH2:24])[CH:20]=[N:19][N:18]=3)[CH2:13][S:14][C@H:9]12)=[O:6]. Reported procedure: A mixture of 7-[2-methoxyimino-2-(2-formamidothiazol-4-yl)acetamido]-3-(4-allyl-4H-1,2,4-triazol-3-yl)thiomethyl-3-cephem-4-carboxylic acid (syn isomer) (0.9 g), conc.hydrochloric acid (0.3 ml), methanol (7 ml) and tetrahydrofuran (7 ml) was stirred for 4.5 hours at ambient temperature. The solvent was distilled off under reduced pressure and the residue was dissolved in a saturated aqueous solution of sodium bicarbonate. The aqueous solution was washed with ethyl acetate (25 ml) and adjusted to... Reactants: CC(CCCC(C(=O)[O-])=O)CCC=C(C)C (3,7-Dimethyl-6octenyl-2-oxopropanoate), CC(CCCC(C(=O)[O-])=O)CCC=C(C)C (3,7-Dimethyl-6octenyl-2-oxopropanoate), CC(CCCC(C(=O)[O-])=O)CCC=C(C)C (3,7-Dimethyl-6octenyl-2-oxopropanoate), CC(CCC(C(C(=O)[O-])=O)C)CCC=C(C)C (3,7-Dimethyl-6octenyl-2-oxobutanoate), CC(C(C(=O)OCCC(CCC=C(C)C)C)=O)CC (3,7-Dimethyl-6-octenyl 3-methyl-2-oxopentanoate), C1(CCCCC1)C(C(=O)OC\C=C(\CCC=C(C)C)/C)=O ((E)-3,7-Dimethyl-2,6-octadienyl (cyclohexyl)oxoacetate), CC(CCC(C(C(=O)[O-])=O)C)CCC=C(C)C (3,7-Dimethyl-6octenyl-2-oxobutanoate), CC(C(C(=O)OCCC(CCC=C(C)C)C)=O)CCCCCCCCCCCC (3,7-Dimethyl-6-octenyl 3-methyl-2-oxopentadecanoate), CC(CCC(C(C(=O)[O-])=O)C)CCC=C(C)C (3,7-Dimethyl-6octenyl-2-oxobutanoate), ( 100 ), CC(CCC(C(C(=O)[O-])=O)C)CCC=C(C)C (3,7-Dimethyl-6octenyl-2-oxobutanoate), CC(CCCC(C(=O)[O-])=O)CCC=C(C)C (3,7-Dimethyl-6octenyl-2-oxopropanoate), CC(CCC(C(C(=O)[O-])=O)C)CCC=C(C)C (3,7-Dimethyl-6octenyl-2-oxobutanoate), CC(C(C(=O)OCCC(CCC=C(C)C)C)=O)CC (3,7-Dimethyl-6-octenyl 3-methyl-2-oxopentanoate), CC(CCCC(C(=O)[O-])=O)CCC=C(C)C (3,7-Dimethyl-6octenyl-2-oxopropanoate), ( 23 ), CC(CCCC(C(=O)[O-])=O)CCC=C(C)C (3,7-Dimethyl-6octenyl-2-oxopropanoate), CC(CCCC(C(=O)[O-])=O)CCC=C(C)C (3,7-Dimethyl-6octenyl-2-oxopropanoate), CC(C(C(=O)OCCC(CCC=C(C)C)C)=O)CCCCCCCCCCCC (3,7-Dimethyl-6-octenyl 3-methyl-2-oxopentadecanoate), CC(CCCC(C(=O)[O-])=O)CCC=C(C)C (3,7-Dimethyl-6octenyl-2-oxopropanoate), ( 88 ), CC(C(C(=O)OCCC(CCC=C(C)C)C)=O)CCCCCCCCCCCC (3,7-Dimethyl-6-octenyl 3-methyl-2-oxopentadecanoate), CC(CCCC(C(=O)[O-])=O)CCC=C(C)C (3,7-Dimethyl-6octenyl-2-oxopropanoate), O=C(C(=O)OCCC(CCC=C(C)C)C)C1=CC=CC=C1 (3,7-Dimethyl-6-octenyl oxo(phenyl)acetate), CC(CCCC(C(=O)[O-])=O)CCC=C(C)C (3,7-Dimethyl-6octenyl-2-oxopropanoate), CC(C(C(=O)OCCC(CCC=C(C)C)C)=O)CC (3,7-Dimethyl-6-octenyl 3-methyl-2-oxopentanoate). Product: C1(CCCCC1)C(C(=O)OCCCCCCCCCC)=O (Decyl (cyclohexyl)oxoacetate). As a reaction SMILES: C[CH:2]([CH2:11][CH2:12][CH:13]=[C:14](C)C)[CH2:3][CH2:4][CH2:5][C:6](=O)[C:7]([O-:9])=O.C[CH:18]([CH2:34][CH2:35][CH2:36][CH2:37][CH2:38]CCCCCCC)[C:19](=[O:33])[C:20]([O:22]CCC(C)CCC=C(C)C)=O.CC(CC)C(=O)C(OCCC(C)CCC=C(C)C)=O.CC(CCC=C(C)C)CCC(C)C(=O)C([O-])=O.O=C(C1C=CC=CC=1)C(OCCC(C)CCC=C(C)C)=O.C1(C(=O)C(OC/C=C(\C)/CCC=C(C)C)=O)CCCCC1>>[CH:18]1([C:19](=[O:33])[C:20]([O:9][CH2:7][CH2:6][CH2:5][CH2:4][CH2:3][CH2:2][CH2:11][CH2:12][CH2:13][CH3:14])=[O:22])[CH2:34][CH2:35][CH2:36][CH2:37][CH2:38]1. Reported procedure: MS (EI): 296 (M+, 2); 185 (1); 158 (1); 156 (1); 112 (7); 111 (88); 110 (3); 85 (2); 84 (7); 83 (100); 81 (1); 79 (1); 71 82); 70 (1); 69 (2); 68 (1); 67 (3); 57 (5); 56 (3); 55 (23); 54 (1); 53 (1); 43 (7); 42 (2); 41 (10); 39 (2); 29 (2); 27 (1).